Dataset: the Open Reaction Database (ORD), a public repository of structured organic reaction records. Task: describe an organic reaction: reactants, conditions, products, and yield Starting materials: C=1C=CC2=C(C1)N=NN2O (HOBt), CCN=C=NCCCN(C)C.Cl (EDC.HCl), N([C@@H](CC1=CC=C(C=C1)OC(C)(C)C)C(=O)N[C@@H](CCCCNC(=O)OCC1=CC=CC=C1)C(=O)OC)C(=O)OCC1C2=CC=CC=C2C2=CC=CC=C12 (Fmoc-Tyr(tBu)-Lys(Z)-OMe), CNC (dimethyl amine), N([C@@H](CCCCNC(=O)OCC1=CC=CC=C1)C(=O)O)C(=O)OC(C)(C)C (Boc-Lys(Z)—OH). The solvent is C(Cl)(Cl)Cl (CHCl3), CO (MeOH), C1CCOC1 (THF). Conditions: time 1.5 hour. Product: N([C@@H](CCCCNC(=O)OCC1=CC=CC=C1)C(=O)N[C@@H](CC1=CC=C(C=C1)OC(C)(C)C)C(=O)N[C@@H](CCCCNC(=O)OCC1=CC=CC=C1)C(=O)O)C(=O)OC(C)(C)C (Boc-Lys(Z)-Tyr(tBu)-Lys(Z)). Yield: 60.9%. As a reaction SMILES: [NH:1](C(OCC1C2C(=CC=CC=2)C2C1=CC=CC=2)=O)[C@H:2]([C:15]([NH:17][C@H:18]([C:34]([O:36]C)=[O:35])[CH2:19][CH2:20][CH2:21][CH2:22][NH:23][C:24]([O:26][CH2:27][C:28]1[CH:33]=[CH:32][CH:31]=[CH:30][CH:29]=1)=[O:25])=[O:16])[CH2:3][C:4]1[CH:9]=[CH:8][C:7]([O:10][C:11]([CH3:14])([CH3:13])[CH3:12])=[CH:6][CH:5]=1.CNC.[NH:58]([C:78]([O:80][C:81]([CH3:84])([CH3:83])[CH3:82])=[O:79])[C@H:59]([C:75]([OH:77])=O)[CH2:60][CH2:61][CH2:62][CH2:63][NH:64][C:65]([O:67][CH2:68][C:69]1[CH:74]=[CH:73][CH:72]=[CH:71][CH:70]=1)=[O:66].C1C=CC2N(O)N=NC=2C=1.CCN=C=NCCCN(C)C.Cl>C1COCC1.C(Cl)(Cl)Cl.CO>[NH:58]([C:78]([O:80][C:81]([CH3:84])([CH3:83])[CH3:82])=[O:79])[C@H:59]([C:75]([NH:1][C@H:2]([C:15]([NH:17][C@H:18]([C:34]([OH:36])=[O:35])[CH2:19][CH2:20][CH2:21][CH2:22][NH:23][C:24]([O:26][CH2:27][C:28]1[CH:29]=[CH:30][CH:31]=[CH:32][CH:33]=1)=[O:25])=[O:16])[CH2:3][C:4]1[CH:5]=[CH:6][C:7]([O:10][C:11]([CH3:13])([CH3:14])[CH3:12])=[CH:8][CH:9]=1)=[O:77])[CH2:60][CH2:61][CH2:62][CH2:63][NH:64][C:65]([O:67][CH2:68][C:69]1[CH:70]=[CH:71][CH:72]=[CH:73][CH:74]=1)=[O:66] |f:4.5|. Procedure: To a solution of Fmoc-Tyr(tBu)-Lys(Z)-OMe (7.72 g, 10.49 mmol) in THF (105 mL), was added dimethyl amine (52.5 mL, 2 M, 104.9 mmol). This reaction was allowed to reach room temperature and stirred for 1.5 h. At this time, the reaction mixture was concentrated in vacuo. To the yellowish solid, was added DCM (225 mL) and DMF (45 mL). To this solution, was added Boc-Lys(Z)—OH (4.19 g, 11.01 mmol), then HOBt (1.488 g, 11.01 mmol), then EDC.HCl (2.112 g, 11.01 mmol). This solution was allowed to stir... The product is N(=[N+]=[N-])CC=1CS[C@H]2N(C1C(=O)[O-])C(C2NC(C(=NOC)C=2N=C(SC2)N)=O)=O.[Na+] (sodium 3-azidomethyl-7-[2-(2-amino-4-thiazolyl)-2-methoxyimino-acetamido]-ceph-3-eme-4-carboxylate). Procedure: A mixture of the product of Example 3 and 5 ml of a molar solution of sodium acetate in methanol was stirred and was vacuum filtered to recover a brown solid. The fltrate was added to 1 ml of ethanol and was vacuum filtered to remove a second insoluble. The solid phases were added to 5 ml of ethanol and the mixture was vacuum filtered. The filtrate was evaporated to dryness and the residue was taken up in a little ethanol to obtain a second crop which was added to 2 ml of methanol. 5 ml of ethan... Reaction SMILES: [N:1]([CH2:4][C:5]1[CH2:6][S:7][C@@H:8]2[CH:15]([NH:16][C:17](=[O:28])[C:18]([C:22]3[N:23]=[C:24]([NH2:27])[S:25][CH:26]=3)=[N:19][O:20][CH3:21])[C:14](=[O:29])[N:9]2[C:10]=1[C:11]([OH:13])=[O:12])=[N+:2]=[N-:3].C([O-])(=O)C.[Na+:34].C(O)C>CO>[N:1]([CH2:4][C:5]1[CH2:6][S:7][C@@H:8]2[CH:15]([NH:16][C:17](=[O:28])[C:18]([C:22]3[N:23]=[C:24]([NH2:27])[S:25][CH:26]=3)=[N:19][O:20][CH3:21])[C:14](=[O:29])[N:9]2[C:10]=1[C:11]([O-:13])=[O:12])=[N+:2]=[N-:3].[Na+:34] |f:1.2,5.6|. The solvent is CO (methanol), CO (methanol). Starting materials: C(C)O (ethanol), N(=[N+]=[N-])CC=1CS[C@H]2N(C1C(=O)O)C(C2NC(C(=NOC)C=2N=C(SC2)N)=O)=O (3-azidomethyl-7-[2-(2-amino-4-thiazolyl)-2-methoxyiminoacetamido]-ceph-3-eme-4-carboxylic acid), molar solution, C(C)(=O)[O-].[Na+] (sodium acetate). Reactants: C(O)([O-])=O.[Na+] (sodium hydrogencarbonate), [H-].[Na+] (sodium hydride), compound, OC1=CC(N(C2=NC=CC=C12)C1=CC=CC=C1)=O (4-hydroxy-1-phenyl-1,8-naphthyridin-2(1H)-one), [H][H] (hydrogen), C1(=CC=CC=C1)C(C(=O)Cl)CC (2-phenylbutyryl chloride). The solvent is CN(C)C=O (DMF). Conditions: time 1 hour. Yields the product C1(=CC=CC=C1)N1C(C=C(C2=CC=CN=C12)OC(C(CC)C1=CC=CC=C1)=O)=O (1-phenyl-4-(2-phenylbutyryloxy)-1,8-naphthyridin-2(1H)-one), crystal. Isolated yield 85.0%. Reaction SMILES: [OH:1][C:2]1[C:11]2[C:6](=[N:7][CH:8]=[CH:9][CH:10]=2)[N:5]([C:12]2[CH:17]=[CH:16][CH:15]=[CH:14][CH:13]=2)[C:4](=[O:18])[CH:3]=1.[H-].[Na+].[H][H].[C:23]1([CH:29]([CH2:33][CH3:34])[C:30](Cl)=[O:31])[CH:28]=[CH:27][CH:26]=[CH:25][CH:24]=1.C(=O)([O-])O.[Na+]>CN(C=O)C>[C:12]1([N:5]2[C:6]3[C:11](=[CH:10][CH:9]=[CH:8][N:7]=3)[C:2]([O:1][C:30](=[O:31])[CH:29]([C:23]3[CH:28]=[CH:27][CH:26]=[CH:25][CH:24]=3)[CH2:33][CH3:34])=[CH:3][C:4]2=[O:18])[CH:13]=[CH:14][CH:15]=[CH:16][CH:17]=1 |f:1.2,5.6|. Reported procedure: In accordance with a process described in JP-61-246183A, 4-hydroxy-1-phenyl-1,8-naphthyridin-2(1H)-one was synthesized. To a suspension of the synthesized compound (1.19 g, 5.0 mmol) in DMF (40 mL) was added sodium hydride (purity of about 60%, 200 mg, 5.0 mmol, 1.0 eq.). The mixture was stirred until no more hydrogen was generated, to obtain a solution. Then, 2-phenylbutyryl chloride (0.92 mL, 5.5 mmol, 1.1 eq.) was added thereto, and the mixture was stirred at a room temperature for 1 hour. To... Starting materials: FC(C1=CC=C(C=C1)N=C=O)(F)F (4-(Trifluoromethyl)phenyl isocyanate), C1(=CC=CC=C1)C=1OCC(C(N1)C1=CC=CC=C1)O ((4RS, 5RS)-2,4-diphenyl-5,6-dihydro-4H-1,3-oxazin-5-ol). Solvent: ClCCCl (1,2-dichloroethane). Yields the product C1(=CC=CC=C1)C=1OCC(C(N1)C1=CC=CC=C1)OC(NC1=CC=C(C=C1)C(F)(F)F)=O ((4RS, 5RS)-2,4-diphenyl-5-[4-(trifluoromethyl)phenylcarbamoyloxy]-5,6-dihydro-4H-1,3-oxazine). The yield is 74.4%. As a reaction SMILES: [F:1][C:2]([F:13])([F:12])[C:3]1[CH:8]=[CH:7][C:6]([N:9]=[C:10]=[O:11])=[CH:5][CH:4]=1.[C:14]1([C:20]2[O:21][CH2:22][CH:23]([OH:32])[CH:24]([C:26]3[CH:31]=[CH:30][CH:29]=[CH:28][CH:27]=3)[N:25]=2)[CH:19]=[CH:18][CH:17]=[CH:16][CH:15]=1>ClCCCl>[C:14]1([C:20]2[O:21][CH2:22][CH:23]([O:32][C:10](=[O:11])[NH:9][C:6]3[CH:7]=[CH:8][C:3]([C:2]([F:1])([F:13])[F:12])=[CH:4][CH:5]=3)[CH:24]([C:26]3[CH:27]=[CH:28][CH:29]=[CH:30][CH:31]=3)[N:25]=2)[CH:15]=[CH:16][CH:17]=[CH:18][CH:19]=1. Reported procedure: 4-(Trifluoromethyl)phenyl isocyanate (0.8 g) is added at a temperature in the region of 20° C. to a solution, maintained under an argon atmosphere, of (4RS, 5RS)-2,4-diphenyl-5,6-dihydro-4H-1,3-oxazin-5-ol (1.26 g) in 1,2-dichloroethane (30 cc). The solution obtained is heated to reflux for 5 hours and then concentrated to dryness under reduced pressure (2.7 kPa). The residue is purified by chromatography on silica (0.063-0.2 mm; 40 g) contained in a column 1 cm in diameter, collecting 20-cc fra... The reactants are CCN(C(C)C)C(C)C, c1ccc(N2CCNCC2)cc1, CC(C)c1cc(CCC=O)n(-c2ccccc2)n1. As a reaction SMILES: [CH:31]([N:32]([CH2:33][CH3:34])[CH:35]([CH3:36])[CH3:37])([CH3:38])[CH3:39].[c:19]1([N:25]2[CH2:26][CH2:27][NH:28][CH2:29][CH2:30]2)[cH:20][cH:21][cH:22][cH:23][cH:24]1.[c:1]1(-[n:7]2[n:8][c:9]([CH:16]([CH3:17])[CH3:18])[cH:10][c:11]2[CH2:12][CH2:13][CH:14]=[O:15])[cH:2][cH:3][cH:4][cH:5][cH:6]1>>[c:1]1(-[n:7]2[n:8][c:9]([CH:16]([CH3:17])[CH3:18])[cH:10][c:11]2[CH2:12][CH2:13][CH2:14][N:28]2[CH2:27][CH2:26][N:25]([c:19]3[cH:20][cH:21][cH:22][cH:23][cH:24]3)[CH2:30][CH2:29]2)[cH:2][cH:3][cH:4][cH:5][cH:6]1. Product: CC(C)c1cc(CCCN2CCN(c3ccccc3)CC2)n(-c2ccccc2)n1. RXN SMILES: [Al+3:2].[C:7](=[O:8])([CH3:9])[O:10][c:11]1[c:12]([C:29]([CH3:30])([CH3:31])[CH3:32])[c:13]([CH2:26][CH2:27][CH3:28])[c:14]2[c:15]([c:21]1[C:22]([CH3:23])([CH3:24])[CH3:25])[CH2:16][C:17]([CH3:19])([CH3:20])[O:18]2.[H-:1].[H-:4].[H-:5].[H-:6].[Li+:3].[O:34]1[CH2:35][CH2:36][CH2:37][CH2:38]1.[OH2:33]>>[OH:10][c:11]1[c:12]([C:29]([CH3:30])([CH3:31])[CH3:32])[c:13]([CH2:26][CH2:27][CH3:28])[c:14]2[c:15]([c:21]1[C:22]([CH3:23])([CH3:24])[CH3:25])[CH2:16][C:17]([CH3:19])([CH3:20])[O:18]2. The reactants are [Al+3], CCCc1c2c(c(C(C)(C)C)c(OC(C)=O)c1C(C)(C)C)CC(C)(C)O2, [H-], [H-], [H-], [H-], [Li+], C1CCOC1, O. Product: CCCc1c2c(c(C(C)(C)C)c(O)c1C(C)(C)C)CC(C)(C)O2. Reactants: CC1=CC=C(C=C1)CCCO (3-(4-Methylphenyl)propanol), Br (hydrobromic acid). The product is CC1=CC=C(C=C1)CCCBr (3-(4-methylphenyl)propyl bromide). As a reaction SMILES: [CH3:1][C:2]1[CH:7]=[CH:6][C:5]([CH2:8][CH2:9][CH2:10]O)=[CH:4][CH:3]=1.[BrH:12]>>[CH3:1][C:2]1[CH:7]=[CH:6][C:5]([CH2:8][CH2:9][CH2:10][Br:12])=[CH:4][CH:3]=1. Reported procedure: 3-(4-Methylphenyl)propanol (2.13 g) was heated in 7 ml of 47% aqueous hydrobromic acid under reflux for 5 hours. The solvent was then distilled off under reduced pressure and, after addition of water, the residue was extracted with ether. The organic layer was washed with saturated aqueous solution of sodium chloride, dried over anhydrous magnesium sulfate and concentrated under reduced pressure. The residue was distilled under reduced pressure to give 1.75 g of 3-(4-methylphenyl)propyl bromide.... Reactants: C(C1=CC=CC=C1)OC1=CC(N(C=C1)C=1C=CC2=C(N(C(=N2)C)C)C1)=O (4-(benzyloxy)-1-(1,2-dimethyl-1H-benzimidazol-6-yl)pyridin-2(1H)-one). Isolated yield 90.9%. The product is CN1C(=NC2=C1C=C(C=C2)N2C(C=C(C=C2)O)=O)C (1-(1,2-Dimethyl-1H-benzimidazol-6-yl)-4-hydroxypyridin-2(1H)-one). Reaction SMILES: C([O:8][C:9]1[CH:14]=[CH:13][N:12]([C:15]2[CH:16]=[CH:17][C:18]3[N:22]=[C:21]([CH3:23])[N:20]([CH3:24])[C:19]=3[CH:25]=2)[C:11](=[O:26])[CH:10]=1)C1C=CC=CC=1>[Pd].CO>[CH3:24][N:20]1[C:19]2[CH:25]=[C:15]([N:12]3[CH:13]=[CH:14][C:9]([OH:8])=[CH:10][C:11]3=[O:26])[CH:16]=[CH:17][C:18]=2[N:22]=[C:21]1[CH3:23]. Run in CO (MeOH). Run at time 1 hour. The reagents and catalysts are [Pd] (Pd/C). Procedure details: A mixture of 4-(benzyloxy)-1-(1,2-dimethyl-1H-benzimidazol-6-yl)pyridin-2(1H)-one (627 mg), 10% Pd/C (193 mg) and MeOH (10 ml) was stirred under H2 atmosphere at room temperature for 1 h. The catalyst was removed by filtration, and the filtrate was concentrated in vacuo to give the title compound (421 mg) as white crystals.